Dataset: the Open Reaction Database (ORD), a public repository of structured organic reaction records. Task: describe an organic reaction: reactants, conditions, products, and yield Starting materials: BrC=1C(=NC(=NC1)Cl)Cl (5-bromo-2,4-dichloropyrimidine), C(C1=CC=CC=C1)=O (benzaldehyde). Product: ClC1=NC=C(C(=N1)Cl)C(O)C1=CC=CC=C1 ((2,4-Dichloro-pyrimidin-5-yl)-phenyl-methanol). The yield is 79.0%. As a reaction SMILES: Br[C:2]1[C:3]([Cl:9])=[N:4][C:5]([Cl:8])=[N:6][CH:7]=1.[CH:10](=[O:17])[C:11]1[CH:16]=[CH:15][CH:14]=[CH:13][CH:12]=1>>[Cl:8][C:5]1[N:4]=[C:3]([Cl:9])[C:2]([CH:10]([C:11]2[CH:16]=[CH:15][CH:14]=[CH:13][CH:12]=2)[OH:17])=[CH:7][N:6]=1. Procedure details: The compound was prepared from 5-bromo-2,4-dichloropyrimidine (Aldrich) and benzaldehyde (Aldrich) in 79% yield in an analogous manner as described in Example 1. 1H NMR (300 MHz, CDCl3) δ 8.91 (s, 1H), 7.36 (m, 5H), 6.06 (d, 1H, J=3.0 Hz), 2.48 (br m,1H). Reactants: C(#N)C(C(=O)NC(=O)OCC)=CNC1=C(C=CC=C1C)C (α-cyano-β-(2,6-dimethylanilino)-N-ethoxycarbonylacrylamide). Run in CC=1C=CC(=CC1)C(C)C (p-cymene). Product: C(#N)C=1C(NC(N(C1)C1=C(C=CC=C1C)C)=O)=O (5-cyano-1-(2,6-dimethylphenyl)uracil). As a reaction SMILES: [C:1]([C:3](=[CH:12][NH:13][C:14]1[C:19]([CH3:20])=[CH:18][CH:17]=[CH:16][C:15]=1[CH3:21])[C:4]([NH:6][C:7](OCC)=[O:8])=[O:5])#[N:2]>CC1C=CC(C(C)C)=CC=1>[C:1]([C:3]1[C:4](=[O:5])[NH:6][C:7](=[O:8])[N:13]([C:14]2[C:19]([CH3:20])=[CH:18][CH:17]=[CH:16][C:15]=2[CH3:21])[CH:12]=1)#[N:2]. Procedure details: A mixture of α-cyano-β-(2,6-dimethylanilino)-N-ethoxycarbonylacrylamide (1.2 g) and about 10 ml of p-cymene is heated at reflux for about 1.5 hour. After cooling on standing, the crystalline product is collected by filtering and washing with ether to yield 5-cyano-1-(2,6-dimethylphenyl)uracil, m.p. 267°-269°.